From a dataset of the Open Reaction Database (ORD), a public repository of structured organic reaction records. describe an organic reaction: reactants, conditions, products, and yield The reactants are [Al+3], [Cl-], [Cl-], [Cl-], Clc1ccc(Cl)cc1, Clc1ccccc1Cl, [Na+], [OH-], Cc1ccccc1C(=O)Cl. The product is Cc1ccccc1C(=O)c1cc(Cl)ccc1Cl. As a reaction SMILES: [Al+3:12].[Cl-:11].[Cl-:13].[Cl-:14].[Cl:15][c:16]1[cH:17][cH:18][c:19]([Cl:20])[cH:21][cH:22]1.[Cl:25][c:26]1[cH:27][cH:28][cH:29][cH:30][c:31]1[Cl:32].[Na+:24].[OH-:23].[c:1]1([CH3:10])[c:2]([C:7](=[O:8])[Cl:9])[cH:3][cH:4][cH:5][cH:6]1>>[c:1]1([CH3:10])[c:2]([C:7](=[O:8])[c:17]2[c:16]([Cl:15])[cH:22][cH:21][c:19]([Cl:20])[cH:18]2)[cH:3][cH:4][cH:5][cH:6]1.